Task: describe an organic reaction: reactants, conditions, products, and yield. Dataset: the Open Reaction Database (ORD), a public repository of structured organic reaction records The reactants are O=C(NC1=C(F)C(F)=C(C(F)=C1F)C(F)(F)F)C2=CC=C(Cl)C=C2. The reagents and catalysts are [Na].O=S(=O)(O)C1=CC=C(C=C1)C, O1B(OC(C)(C)C1(C)C)B2OC(C)(C)C(O2)(C)C, [K].O=S(=O)(O)OOS(=O)(=O)O, O=C(C=CC1=CC=C(C=C1)C(F)(F)F)C=CC2=CC=C(C=C2)C(F)(F)F, [Pd].O=C(O)C. Solvent: N#CC. Run at temperature 80 celsius, time 24 hour. Product: O=C(NC1=C(F)C(F)=C(C(F)=C1F)C(F)(F)F)C2=CC=C(Cl)C=C2B3OC(C)(C)C(O3)(C)C. The yield is 77.0%. Starting materials: Cl[SiH](Cl)Cl (trichlorosilane), CN1C2=CC=CC=C2C=2C=C(C=CC12)C=1C=CC=2N(C3=CC=C(C=C3C2C1)C=1C=CC=2N(C3=CC=CC=C3C2C1)C)CC=C (3,6-bis(9-methylcarbazol-3-yl)-9-allylcarbazole), C1CCOC1 (THF), solution, Cl[SiH](Cl)Cl (trichlorosilane). Run in C1(=CC=CC=C1)C (toluene). Conditions: temperature 60 celsius. Yields the product Cl[Si](CCCN1C2=CC=CC=C2C=2C=CC=CC12)(Cl)Cl (9-(3-trichlorosilylprop-1-yl)carbazole). Reaction SMILES: CN1C2C=CC([C:15]3[CH:16]=[CH:17][C:18]4[N:19]([CH2:42][CH:43]=[CH2:44])[C:20]5[C:25]([C:26]=4[CH:27]=3)=[CH:24][C:23](C3C=CC4N(C)C6C(C=4C=3)=CC=CC=6)=[CH:22][CH:21]=5)=CC=2C2C1=CC=CC=2.C1COCC1.[Cl:50][SiH:51]([Cl:53])[Cl:52]>C1(C)C=CC=CC=1>[Cl:50][Si:51]([Cl:53])([Cl:52])[CH2:44][CH2:43][CH2:42][N:19]1[C:20]2[CH:21]=[CH:22][CH:23]=[CH:24][C:25]=2[C:26]2[C:18]1=[CH:17][CH:16]=[CH:15][CH:27]=2. Reported procedure: To a three-neck flask fitted with a reflux condenser and a dropping funnel were added the 3,6-bis(9-methylcarbazol-3-yl)-9-allylcarbazole (10 g), anhydrous THF (100 g), and platinum (0) 1,3-divinyl-1,1,3,3-tetramethyldisiloxane complex (250 mg of a 0.05% solution in anhydrous toluene). Then, trichlorosilane (30 g) was slowly added. When the addition of trichlorosilane was completed, the mixture was heated to 60° C. and maintained at that temperature for two hours. Then, the mixture was distilled... Starting materials: C(=O)(O)[O-].[Na+] (NaHCO3), CC1=NC2=CC=CC(=C2C=C1)OCCN1CCNCC1 (2-methyl-5-(2-piperazin-1-ylethoxy)quinoline), quinoxaline-6-carboxyaldehyde, ClCCCl (1,2-dichloroethane), C(C)(=O)O[BH-](OC(C)=O)OC(C)=O.[Na+] (sodium triacetoxyborohydride). Conditions: temperature 20 celsius, time 24 hour. Yields the product CC1=NC2=CC=CC(=C2C=C1)OCCN1CCN(CC1)CC=1C=C2N=CC=NC2=CC1 (6-{4-[2-(2-Methylquinolin-5-yloxy)ethyl]piperazin-1-ylmethyl}quinoxaline). Yield: 61.0%. As a reaction SMILES: [CH3:1][C:2]1[CH:11]=[CH:10][C:9]2[C:4](=[CH:5][CH:6]=[CH:7][C:8]=2[O:12][CH2:13][CH2:14][N:15]2[CH2:20][CH2:19][NH:18][CH2:17][CH2:16]2)[N:3]=1.C(O[BH-](O[C:31](=O)[CH3:32])OC(=O)C)(=O)C.[Na+].C([O-])(O)=O.[Na+].Cl[CH2:41][CH2:42]Cl>>[CH3:1][C:2]1[CH:11]=[CH:10][C:9]2[C:4](=[CH:5][CH:6]=[CH:7][C:8]=2[O:12][CH2:13][CH2:14][N:15]2[CH2:20][CH2:19][N:18]([CH2:11][C:2]3[CH:1]=[C:42]4[C:41](=[CH:31][CH:32]=3)[N:18]=[CH:17][CH:16]=[N:15]4)[CH2:17][CH2:16]2)[N:3]=1 |f:1.2,3.4|. Procedure details: A mixture of 2-methyl-5-(2-piperazin-1-ylethoxy)quinoline (0.054 g, 0.2 mmol) and quinoxaline-6-carboxyaldehyde (0.032 g, 0.2 mmol) in 1,2-dichloroethane (5 mL) was treated with sodium triacetoxyborohydride (64 mg, 0.2 mmol) and stirred at 20° C. under an atmosphere of argon for 24 h. The mixture was then treated with saturated aqueous NaHCO3 (20 mL) and the organic layer separated and purified directly by chromatography on silica (ethyl acetate to 10% methanol/ethyl acetate), to afford the titl... The reactants are C(C)OC(OCC)P(OCC)=O (ethyl (diethoxymethyl)phosphinate), C[Si](N[Si](C)(C)C)(C)C (1,1,1,3,3,3-hexamethyldisilazane), C(C)OC(OCC)P(OCC)=O (ethyl (diethoxymethyl)phosphinate), C(C)OC(OCC)P(OCC)=O (ethyl (diethoxymethyl)phosphinate), C[Si](N[Si](C)(C)C)(C)C (1,1,1,3,3,3-hexamethyldisilazane), C(C)OC(OCC)P(OCC)=O (ethyl (diethoxymethyl)phosphinate), FC(C(=O)OCC)=CC (ethyl 2-fluorobut-2-enoate). The solvent is C(C)(=O)OCC (ethyl acetate). The product is C(C)OC(P(=O)(OCC)C(C(C(=O)OCC)F)C)OCC (Ethyl 3-[(diethoxymethyl)(ethoxy)phosphoryl]-2-fluorobutanoate). Isolated yield 116.3%. RXN SMILES: [CH2:1]([O:3][CH:4]([PH:8](=[O:12])[O:9][CH2:10][CH3:11])[O:5][CH2:6][CH3:7])[CH3:2].C[Si](C)(C)N[Si](C)(C)C.[F:22][C:23](=[CH:29][CH3:30])[C:24]([O:26][CH2:27][CH3:28])=[O:25]>C(OCC)(=O)C>[CH2:1]([O:3][CH:4]([O:5][CH2:6][CH3:7])[P:8]([CH:29]([CH3:30])[CH:23]([F:22])[C:24]([O:26][CH2:27][CH3:28])=[O:25])([O:9][CH2:10][CH3:11])=[O:12])[CH3:2]. Reported procedure: A mixture of ethyl (diethoxymethyl)phosphinate (21.7.0 g, 110 mmol) and 1,1,1,3,3,3-hexamethyldisilazane (23.3 mL, 110 mmol) was heated to reflux for 2 h under an argon atmosphere. The mixture was cooled to room temperature and a diastereomeric mixture ethyl 2-fluorobut-2-enoate (14.6 g, 110 mmol) was added. The reagents were heated to 80° C. for one day and 120° C. for 2 hours under an argon atmosphere. The mixture was cooled to room temperature and another portion of trimethylsilyl activated e...